Dataset: the Open Reaction Database (ORD), a public repository of structured organic reaction records. Task: describe an organic reaction: reactants, conditions, products, and yield As a reaction SMILES: [BH4-:31].[CH2:1]([c:2]1[cH:3][cH:4][cH:5][cH:6][cH:7]1)[O:8][C:9]([CH:10]([CH2:11][CH2:12][C:13](=[O:14])[OH:15])[NH:16][C:17](=[O:18])[O:19][C:20]([CH3:21])([CH3:22])[CH3:23])=[O:24].[CH2:25]([O:26][C:27]([Cl:28])=[O:29])[CH3:30].[CH2:34]1[O:35][CH2:36][CH2:37][CH2:38]1.[ClH:33].[Na+:32].[OH2:39]>>[CH2:1]([c:2]1[cH:3][cH:4][cH:5][cH:6][cH:7]1)[O:8][C:9]([CH:10]([CH2:11][CH2:12][CH2:13][OH:14])[NH:16][C:17](=[O:18])[O:19][C:20]([CH3:21])([CH3:22])[CH3:23])=[O:24]. Product: CC(C)(C)OC(=O)NC(CCCO)C(=O)OCc1ccccc1. Reactants: [BH4-], CC(C)(C)OC(=O)NC(CCC(=O)O)C(=O)OCc1ccccc1, CCOC(=O)Cl, C1CCOC1, Cl, [Na+], O. Starting materials: Cc1ccc([Mg]Br)cc1 (effective_coupling_partner), COc3cccc(N(c1ccccc1)c2ccccc2)c3 (substrate). The reagents and catalysts are C1-CDC. Conditions: temperature 60 celsius, time 4 hour. Product: Cc4ccc(c3cccc(N(c1ccccc1)c2ccccc2)c3)cc4. The reactants are C1(=CC=CC=C1)N1N=CC=C1C1=NN(C=CC1=O)C1CCNCC1 (3-(1-phenyl-1H-pyrazol-5-yl)-1-piperidin-4-ylpyridazin-4(1H)-one), IC1=CC=CC=C1 (iodobenzene), CC1(C2=C(C(=CC=C2)P(C3=CC=CC=C3)C4=CC=CC=C4)OC5=C(C=CC=C51)P(C6=CC=CC=C6)C7=CC=CC=C7)C (Xantphos), CC(C)([O-])C.[Na+] (sodium tert-butoxide). Reagents/catalysts: C=1C=CC(=CC1)/C=C/C(=O)/C=C/C2=CC=CC=C2.C=1C=CC(=CC1)/C=C/C(=O)/C=C/C2=CC=CC=C2.C=1C=CC(=CC1)/C=C/C(=O)/C=C/C2=CC=CC=C2.[Pd].[Pd] (Pd2(dba)3). The solvent is O1CCOCC1 (1,4-dioxane), O (water). Reaction conditions: temperature 100 celsius, time 3 hour. The product is C1(=CC=CC=C1)N1CCC(CC1)N1N=C(C(C=C1)=O)C1=CC=NN1C1=CC=CC=C1 (1-(1-phenylpiperidin-4-yl)-3-(1-phenyl-1H-pyrazol-5-yl)pyridazin-4(1H)-one). Isolated yield 19.1%. As a reaction SMILES: [C:1]1([N:7]2[C:11]([C:12]3[C:17](=[O:18])[CH:16]=[CH:15][N:14]([CH:19]4[CH2:24][CH2:23][NH:22][CH2:21][CH2:20]4)[N:13]=3)=[CH:10][CH:9]=[N:8]2)[CH:6]=[CH:5][CH:4]=[CH:3][CH:2]=1.I[C:26]1[CH:31]=[CH:30][CH:29]=[CH:28][CH:27]=1.CC1(C)C2C(=C(P(C3C=CC=CC=3)C3C=CC=CC=3)C=CC=2)OC2C(P(C3C=CC=CC=3)C3C=CC=CC=3)=CC=CC1=2.CC(C)([O-])C.[Na+]>O1CCOCC1.C1C=CC(/C=C/C(/C=C/C2C=CC=CC=2)=O)=CC=1.C1C=CC(/C=C/C(/C=C/C2C=CC=CC=2)=O)=CC=1.C1C=CC(/C=C/C(/C=C/C2C=CC=CC=2)=O)=CC=1.[Pd].[Pd].O>[C:26]1([N:22]2[CH2:23][CH2:24][CH:19]([N:14]3[CH:15]=[CH:16][C:17](=[O:18])[C:12]([C:11]4[N:7]([C:1]5[CH:2]=[CH:3][CH:4]=[CH:5][CH:6]=5)[N:8]=[CH:9][CH:10]=4)=[N:13]3)[CH2:20][CH2:21]2)[CH:31]=[CH:30][CH:29]=[CH:28][CH:27]=1 |f:3.4,6.7.8.9.10|. Procedure details: A suspension of 3-(1-phenyl-1H-pyrazol-5-yl)-1-piperidin-4-ylpyridazin-4(1H)-one (0.14 g), iodobenzene (0.13 g), Pd2(dba)3 (10 mg), Xantphos (25 mg) and sodium tert-butoxide (63 mg) in 1,4-dioxane (5 mL) was stirred at 100° C. for 3 hr under an argon atmosphere. The reaction mixture was poured into water, and the mixture was extracted with ethyl acetate. The extract was washed with saturated brine, dried over anhydrous magnesium sulfate, and concentrated under reduced pressure. The residue was p... The reactants are [N+](=O)([O-])C1=CC=C(C=C1)OC(\C=C\C=C(C1=CC=C(C=C1)OC)C1=CC=C(C=C1)OC)=O ((E)-5,5-bis (4-methoxyphenyl)-2,4-pentadienoic acid 4-nitrophenyl ester), N1=CC(=CC=C1)OCCCN (3-(3-pyridinyloxy)proPanamine). Run in O1CCCC1 (tetrahydrofuran). The product is COC1=CC=C(C=C1)C(=C/C=C/C(=O)NCCCOC=1C=NC=CC1)C1=CC=C(C=C1)OC ((E)-5.5-bis(4-methoxyphenyl)-N-[3-[(3-pyridinyl)oxy]propyl]-2,4-pentadienamide). Yield: 82.5%. RXN SMILES: [N+](C1C=CC([O:10][C:11](=O)/[CH:12]=[CH:13]/[CH:14]=[C:15]([C:24]2[CH:29]=[CH:28][C:27]([O:30][CH3:31])=[CH:26][CH:25]=2)[C:16]2[CH:21]=[CH:20][C:19]([O:22][CH3:23])=[CH:18][CH:17]=2)=CC=1)([O-])=O.[N:33]1[CH:38]=[CH:37][CH:36]=[C:35]([O:39][CH2:40][CH2:41][CH2:42][NH2:43])[CH:34]=1>O1CCCC1>[CH3:31][O:30][C:27]1[CH:26]=[CH:25][C:24]([C:15]([C:16]2[CH:17]=[CH:18][C:19]([O:22][CH3:23])=[CH:20][CH:21]=2)=[CH:14]/[CH:13]=[CH:12]/[C:11]([NH:43][CH2:42][CH2:41][CH2:40][O:39][C:35]2[CH:34]=[N:33][CH:38]=[CH:37][CH:36]=2)=[O:10])=[CH:29][CH:28]=1. Procedure: As described in Example 134, a solution of (E)-5,5-bis (4-methoxyphenyl)-2,4-pentadienoic acid 4-nitrophenyl ester (1.0 g) and 3-(3-pyridinyloxy)proPanamine (0.4 g) in tetrahydrofuran (10 mL) was stirred overnight at room temperature. After the usual work up, the crude product was crystallized from ethyl acetate-hexane to give 0.85 g of (E)-5.5-bis(4-methoxyphenyl)-N-[3-[(3-pyridinyl)oxy]propyl]-2,4-pentadienamide, mp 146°-147° C. Starting materials: COC(C1=C(C(=CC(=C1)Cl)[N+](=O)[O-])N)=O (2-amino-5-chloro-3-nitro-benzoic acid methyl ester), [H][H] (hydrogen). Reagents/catalysts: [Pd] (Pd/C). Solvent: CO (methanol). The product is COC(C1=C(C(=CC(=C1)Cl)N)N)=O (2,3-Diamino-5-chloro-benzoic acid methyl ester). As a reaction SMILES: [CH3:1][O:2][C:3](=[O:15])[C:4]1[CH:9]=[C:8]([Cl:10])[CH:7]=[C:6]([N+:11]([O-])=O)[C:5]=1[NH2:14].[H][H]>CO.[Pd]>[CH3:1][O:2][C:3](=[O:15])[C:4]1[CH:9]=[C:8]([Cl:10])[CH:7]=[C:6]([NH2:11])[C:5]=1[NH2:14]. Reported procedure: A slurry of 2-amino-5-chloro-3-nitro-benzoic acid methyl ester (1.8 g, 8.40 mmol) and 10% Pd/C (0.5 g) in methanol (50 mL) was hydrogenated with a hydrogen balloon for 2 h. After completion of reaction, the reaction mixture was filtered over a celite bed and concentrated to dryness. The resulting residue was purified by column chromatography using 30% ethyl acetate in hexane to obtain the title compound as off white solid. Reactants: BrC1=C(C=CC=C1)S(=O)(=O)N(COCCOC)C1=C(C(=NO1)C)C (2-bromo-N-(3,4-dimethyl-5-isoxazolyl)-N-[(2-methoxyethoxy)methyl]benzenesulfonamide), C(=O)([O-])[O-].[Na+].[Na+] (Na2CO3), B(O)(O)C1=CN(C2=CC=CC=C12)S(=O)(=O)C1=CC=CC=C1 (3-Borono-1-(phenylsulfonyl)-1H-indole). The solvent is C1(=CC=CC=C1)C (toluene), CCO (EtOH). Reaction conditions: temperature 77.5 celsius. Yields the product CC1=NOC(=C1C)N(S(=O)(=O)C1=C(C=CC=C1)C1=CN(C2=CC=CC=C12)S(=O)(=O)C1=CC=CC=C1)COCCOC (N-(3,4-Dimethyl-5-isoxazolyl)-N-[(2-methoxyethoxy)methyl]-2-[1-(phenylsulfonyl)-1H-indol-3-yl]benzenesulfonamide). The yield is 44.8%. RXN SMILES: Br[C:2]1[CH:7]=[CH:6][CH:5]=[CH:4][C:3]=1[S:8]([N:11]([C:18]1[O:22][N:21]=[C:20]([CH3:23])[C:19]=1[CH3:24])[CH2:12][O:13][CH2:14][CH2:15][O:16][CH3:17])(=[O:10])=[O:9].B([C:28]1[C:36]2[C:31](=[CH:32][CH:33]=[CH:34][CH:35]=2)[N:30]([S:37]([C:40]2[CH:45]=[CH:44][CH:43]=[CH:42][CH:41]=2)(=[O:39])=[O:38])[CH:29]=1)(O)O.C([O-])([O-])=O.[Na+].[Na+]>C1(C)C=CC=CC=1.CCO>[CH3:23][C:20]1[C:19]([CH3:24])=[C:18]([N:11]([CH2:12][O:13][CH2:14][CH2:15][O:16][CH3:17])[S:8]([C:3]2[CH:4]=[CH:5][CH:6]=[CH:7][C:2]=2[C:28]2[C:36]3[C:31](=[CH:32][CH:33]=[CH:34][CH:35]=3)[N:30]([S:37]([C:40]3[CH:45]=[CH:44][CH:43]=[CH:42][CH:41]=3)(=[O:39])=[O:38])[CH:29]=2)(=[O:10])=[O:9])[O:22][N:21]=1 |f:2.3.4|. Reported procedure: After purging a solution of 2-bromo-N-(3,4-dimethyl-5-isoxazolyl)-N-[(2-methoxyethoxy)methyl]benzenesulfonamide (595 mg; 1.42 mmol) in 14 ml of toluene and 12 ml of EtOH with argon for 20 minutes, the title product of Step (C) (600 mg; 1.99 mmol) was added followed by 2M Na2CO3 (10 ml; previously purged with argon) and tetrakis(triphenylphosphine)palladium(0) (200 mg). The heterogeneous mixture was heated to 75-80° C. for 5 hrs. After cooling to room temperature, the reaction mixture was partiti... Starting materials: CC(=O)[O-], CC(=O)[O-], CCCCC1Cc2cccc(Cl)c2C1=O, [Na+], [Na+], O=C([O-])[O-], O, OB(O)c1ccccc1, [Pd+2]. Product: CCCCC1Cc2cccc(-c3ccccc3)c2C1=O. Reaction SMILES: [C:31]([O-:32])(=[O:33])[CH3:34].[C:36]([O-:37])(=[O:38])[CH3:39].[CH2:1]([CH2:2][CH2:3][CH3:4])[CH:5]1[C:6](=[O:15])[c:7]2[c:8]([Cl:14])[cH:9][cH:10][cH:11][c:12]2[CH2:13]1.[Na+:25].[Na+:26].[O-:27][C:28](=[O:29])[O-:30].[OH2:40].[OH:16][B:17]([OH:18])[c:19]1[cH:20][cH:21][cH:22][cH:23][cH:24]1.[Pd+2:35]>>[CH2:1]([CH2:2][CH2:3][CH3:4])[CH:5]1[C:6](=[O:15])[c:7]2[c:8](-[c:19]3[cH:20][cH:21][cH:22][cH:23][cH:24]3)[cH:9][cH:10][cH:11][c:12]2[CH2:13]1.